This data is from the Open Reaction Database (ORD), a public repository of structured organic reaction records. The task is: describe an organic reaction: reactants, conditions, products, and yield Starting materials: COC1=NC=CC=C1B(O)O (2-Methoxypyridine-3-boronic acid), CC(=O)C1=CC(OC)=C(O)C=C1 (acetovanillone), C1=CC=C(C=C1)N(S(=O)(=O)C(F)(F)F)S(=O)(=O)C(F)(F)F (N-phenyl-bis(trifluoromethane-sulfonimide)), C([O-])([O-])=O.[K+].[K+] (potassium carbonate). Reagents/catalysts: C=1C=CC(=CC1)[P](C=2C=CC=CC2)(C=3C=CC=CC3)[Pd]([P](C=4C=CC=CC4)(C=5C=CC=CC5)C=6C=CC=CC6)([P](C=7C=CC=CC7)(C=8C=CC=CC8)C=9C=CC=CC9)[P](C=1C=CC=CC1)(C=1C=CC=CC1)C=1C=CC=CC1 (tetrakis(triphenylphosphine)palladium). Run in CN1C(CCC1)=O (N-methylpyrrolidinone), O1CCCC1 (tetrahydrofuran). Reaction conditions: temperature 120 celsius. The product is COC=1C=C(C=CC1C=1C(=NC=CC1)OC)C(C)=O (1-[3-methoxy-4-(2-methoxy-pyridin-3yl)-phenyl]-ethanone). RXN SMILES: [CH3:1][C:2]([C:4]1[CH:12]=[CH:11][C:9](O)=[C:6]([O:7][CH3:8])[CH:5]=1)=[O:3].C1C=CC(N(S(C(F)(F)F)(=O)=O)S(C(F)(F)F)(=O)=O)=CC=1.C(=O)([O-])[O-].[K+].[K+].[CH3:40][O:41][C:42]1[C:47](B(O)O)=[CH:46][CH:45]=[CH:44][N:43]=1>C1C=CC([P]([Pd]([P](C2C=CC=CC=2)(C2C=CC=CC=2)C2C=CC=CC=2)([P](C2C=CC=CC=2)(C2C=CC=CC=2)C2C=CC=CC=2)[P](C2C=CC=CC=2)(C2C=CC=CC=2)C2C=CC=CC=2)(C2C=CC=CC=2)C2C=CC=CC=2)=CC=1.CN1CCCC1=O.O1CCCC1>[CH3:8][O:7][C:6]1[CH:5]=[C:4]([C:2](=[O:3])[CH3:1])[CH:12]=[CH:11][C:9]=1[C:47]1[C:42]([O:41][CH3:40])=[N:43][CH:44]=[CH:45][CH:46]=1 |f:2.3.4,^1:54,56,75,94|. Procedure: A mixture of acetovanillone (0.332 g, 2.0 mmol), N-phenyl-bis(trifluoromethane-sulfonimide) (710 mg, 2.0 mmol), potassium carbonate (830 mg, 6.0 mmol) and tetrahydrofuran (3.0 ml) was heated to 120° C. for 6 min in a microwave oven. 2-Methoxypyridine-3-boronic acid (611 mg, 4 mmol), tetrakis(triphenylphosphine)palladium (0) (115 mg, 100 μmol), N-methylpyrrolidinone (1 ml) were then added and the mixture heated in the microwave at 120° C. for 10 min. The reaction mixture was partitioned between e... Reactants: C([O-])(O)=O.[Na+] (sodium bicarbonate), [SiH](CC)(CC)CC (Et3SiH), B(F)(F)F.CCOCC (BF3.Et2O), C(C1=CC=CC=C1)O[C@H]1C(O)(O[C@@H]([C@H]([C@@H]1OCC1=CC=CC=C1)OCC1=CC=CC=C1)COCC1=CC=CC=C1)C1=C(C=C(C(=C1)C(O)C1=CC=C(C=C1)Br)C)OCC1=CC=CC=C1 (2,3,4,6-tetra-O-benzyl-1-C-[2-(benzyloxy)-5-[(4-bromophenyl)(hydroxy)methyl]-4-methylphenyl]-D-glucopyranose). Solvent: C(C)#N (acetonitrile). Reaction conditions: time 2.5 hour. Product: C(C1=CC=CC=C1)O[C@H]1[C@@H](O[C@@H]([C@H]([C@@H]1OCC1=CC=CC=C1)OCC1=CC=CC=C1)COCC1=CC=CC=C1)C1=C(C=C(C(=C1)CC1=CC=C(C=C1)Br)C)OCC1=CC=CC=C1 ((1S)-1,5-anhydro-2,3,4,6-tetra-O-benzyl-1-[2-(benzyloxy)-5-(4-bromobenzyl)-4-methylphenyl]-D-glucitol). Isolated yield 50.9%. Reaction SMILES: [CH2:1]([O:8][C@@H:9]1[C@@H:15]([O:16][CH2:17][C:18]2[CH:23]=[CH:22][CH:21]=[CH:20][CH:19]=2)[C@H:14]([O:24][CH2:25][C:26]2[CH:31]=[CH:30][CH:29]=[CH:28][CH:27]=2)[C@@H:13]([CH2:32][O:33][CH2:34][C:35]2[CH:40]=[CH:39][CH:38]=[CH:37][CH:36]=2)[O:12][C:10]1([C:41]1[CH:46]=[C:45]([CH:47]([C:49]2[CH:54]=[CH:53][C:52]([Br:55])=[CH:51][CH:50]=2)O)[C:44]([CH3:56])=[CH:43][C:42]=1[O:57][CH2:58][C:59]1[CH:64]=[CH:63][CH:62]=[CH:61][CH:60]=1)O)[C:2]1[CH:7]=[CH:6][CH:5]=[CH:4][CH:3]=1.[SiH](CC)(CC)CC.B(F)(F)F.CCOCC.C(=O)(O)[O-].[Na+]>C(#N)C>[CH2:1]([O:8][C@@H:9]1[C@@H:15]([O:16][CH2:17][C:18]2[CH:19]=[CH:20][CH:21]=[CH:22][CH:23]=2)[C@H:14]([O:24][CH2:25][C:26]2[CH:31]=[CH:30][CH:29]=[CH:28][CH:27]=2)[C@@H:13]([CH2:32][O:33][CH2:34][C:35]2[CH:40]=[CH:39][CH:38]=[CH:37][CH:36]=2)[O:12][C@H:10]1[C:41]1[CH:46]=[C:45]([CH2:47][C:49]2[CH:50]=[CH:51][C:52]([Br:55])=[CH:53][CH:54]=2)[C:44]([CH3:56])=[CH:43][C:42]=1[O:57][CH2:58][C:59]1[CH:60]=[CH:61][CH:62]=[CH:63][CH:64]=1)[C:2]1[CH:7]=[CH:6][CH:5]=[CH:4][CH:3]=1 |f:2.3,4.5|. Procedure details: To an acetonitrile solution (60 mL) of 2,3,4,6-tetra-O-benzyl-1-C-[2-(benzyloxy)-5-[(4-bromophenyl)(hydroxy)methyl]-4-methylphenyl]-D-glucopyranose (5.50 g, 5.96 mmol) were added under nitrogen atmosphere at −10° C. Et3SiH (2.90 mL, 17.8 mmol) and BF3.Et2O (1.90 mL, 14.9 mmol), and the mixture was stirred for 15 minutes at the same temperature and the mixture was stirred for 2.5 hours at room temperature. To the reaction solution cooled in ice was added a saturated sodium bicarbonate aqueous sol... The reactants are solution, CNC (dimethylamine), BrCC(=O)NC=1SC(=C(N1)C=1OC=CC1)C(=O)C1CCOCC1 (2-Bromo-N-[4-(2-furyl)-5-(tetrahydropyran-4-ylcarbonyl)thiazol-2-yl]acetamide). Run in C1CCOC1 (THF), C1CCOC1 (THF). Run at time 4.5 hour. The product is CN(CC(=O)NC=1SC(=C(N1)C=1OC=CC1)C(=O)C1CCOCC1)C (2-(Dimethylamino)-N-[4-(2-furyl)-5-(tetrahydropyran-4-ylcarbonyl)thiazol-2-yl]acetamide). The yield is 10.0%. Reaction SMILES: Br[CH2:2][C:3]([NH:5][C:6]1[S:7][C:8]([C:16]([CH:18]2[CH2:23][CH2:22][O:21][CH2:20][CH2:19]2)=[O:17])=[C:9]([C:11]2[O:12][CH:13]=[CH:14][CH:15]=2)[N:10]=1)=[O:4].[CH3:24][NH:25][CH3:26]>C1COCC1>[CH3:24][N:25]([CH3:26])[CH2:2][C:3]([NH:5][C:6]1[S:7][C:8]([C:16]([CH:18]2[CH2:23][CH2:22][O:21][CH2:20][CH2:19]2)=[O:17])=[C:9]([C:11]2[O:12][CH:13]=[CH:14][CH:15]=2)[N:10]=1)=[O:4]. Procedure details: Compound 531 (120 mg, 0.300 mmol) was dissolved in THF (2 mL), and a 2 mol/L solution of dimethylamine in THF (0.054 mL, 1.80 mmol) was added thereto, followed by stirring at room temperature for 4.5 hours. The reaction mixture was concentrated under reduced pressure, and the resulting residue was purified through silica gel column chromatography (chloroform), followed by reslurrying with a mixed solvent of 2-propanol and diethyl ether to afford the entitled Compound 533 (64.1 mg, 10%). Reported procedure: 5-bromo-3-phenyl-1H-pyrazolo[3,4-b]pyridine x151 is synthesized according to the method described in example 20.1 using 3-phenyl-1H-pyrazol-5-amine x150 and bromomalonaldehyde x9. As a reaction SMILES: [C:1]1([C:7]2[CH:11]=[C:10]([NH2:12])[NH:9][N:8]=2)[CH:6]=[CH:5][CH:4]=[CH:3][CH:2]=1.[Br:13][CH:14]([CH:17]=O)[CH:15]=O>>[Br:13][C:14]1[CH:15]=[C:11]2[C:7]([C:1]3[CH:2]=[CH:3][CH:4]=[CH:5][CH:6]=3)=[N:8][NH:9][C:10]2=[N:12][CH:17]=1. The reactants are C1(=CC=CC=C1)C1=NNC(=C1)N (3-phenyl-1H-pyrazol-5-amine), BrC(C=O)C=O (bromomalonaldehyde). The yield is 13.0%. Product: BrC=1C=C2C(=NC1)NN=C2C2=CC=CC=C2 (5-bromo-3-phenyl-1H-pyrazolo[3,4-b]pyridine). Starting materials: OC=1C=C(C=CC1)C=1OC[C@H](N1)C1=CC=CC=C1 (4,5-dihydro-2-(3-hydroxyphenyl)-4(R)-phenyloxazole), [H-].[Na+] (sodium hydride), BrCCO[Si](C)(C)C(C)(C)C (2-bromo-1-(tert-butyldimethylsilyloxy)ethane). Solvent: CN(C=O)C (N,N-dimethylformamide), CN(C=O)C (N,N-dimethylformamide). Conditions: time 1 hour. Yields the product [Si](C)(C)(C(C)(C)C)OCCOC1=CC(=CC=C1)C=1OC[C@H](N1)C1=CC=CC=C1 (1-(tert-butyldimethylsilyloxy)-2-[3-(4,5-dihydro-4(R)-phenyloxazol-2-yl)phenoxy]ethane). Isolated yield 85.7%. As a reaction SMILES: [OH:1][C:2]1[CH:3]=[C:4]([C:8]2[O:9][CH2:10][C@@H:11]([C:13]3[CH:18]=[CH:17][CH:16]=[CH:15][CH:14]=3)[N:12]=2)[CH:5]=[CH:6][CH:7]=1.[H-].[Na+].Br[CH2:22][CH2:23][O:24][Si:25]([C:28]([CH3:31])([CH3:30])[CH3:29])([CH3:27])[CH3:26]>CN(C)C=O>[Si:25]([O:24][CH2:23][CH2:22][O:1][C:2]1[CH:7]=[CH:6][CH:5]=[C:4]([C:8]2[O:9][CH2:10][C@@H:11]([C:13]3[CH:14]=[CH:15][CH:16]=[CH:17][CH:18]=3)[N:12]=2)[CH:3]=1)([C:28]([CH3:31])([CH3:30])[CH3:29])([CH3:27])[CH3:26] |f:1.2|. Reported procedure: To a stirred solution of 4,5-dihydro-2-(3-hydroxyphenyl)-4(R)-phenyloxazole (3.3 g, 13.8 mmol) in N,N-dimethylformamide (30 ml) was added sodium hydride (60% in mineral oil, 0.62 g, 16 mmol) portionwise over 5 min. at ambient temperature. The mixture was stirred for 1 hour, and then a solution of 2-bromo-1-(tert-butyldimethylsilyloxy)ethane (4.94 g, 21 mmol) in N,N-dimethylformamide (5 ml) was added dropwise over 5 min. and the reaction mixture stayed overnight. The reaction mixture was partitio... Starting materials: ClC=1C=C(N)C=CC1Cl (3,4-Dichloroaniline), S(=O)(Cl)Cl (thionyl chloride), ClC=1C=C(C=CC1Cl)N1CSCC1=O (3-(3,4-dichlorophenyl)-4-thiazolidinone), C1C(=O)SCN1 (thiazolidinone). Product: ClC1C(N(CS1)C1=CC(=C(C=C1)Cl)Cl)=O (5-chloro-3-(3,4-dichlorophenyl)-4-thiazolidinone). RXN SMILES: [Cl:1]C1C=C(C=CC=1Cl)N.[Cl:10][C:11]1[CH:12]=[C:13]([N:18]2[C:22](=[O:23])[CH2:21][S:20][CH2:19]2)[CH:14]=[CH:15][C:16]=1[Cl:17].C1NCSC1=O.S(Cl)(Cl)=O>>[Cl:1][CH:21]1[S:20][CH2:19][N:18]([C:13]2[CH:14]=[CH:15][C:16]([Cl:17])=[C:11]([Cl:10])[CH:12]=2)[C:22]1=[O:23]. Reported procedure: 3,4-Dichloroaniline was converted to 3-(3,4-dichlorophenyl)-4-thiazolidinone as outlined in Example 1. This thiazolidinone, which had a melting point of 145°-146° C., was chlorinated with thionyl chloride to form 5-chloro-3-(3,4-dichlorophenyl)-4-thiazolidinone having a melting point of 100°-103° C. Recrystallization of this product from ethanol gave 3-(3,4-dichlorophenyl)-5-ethoxy-4-thiazolidinone which had a melting point of 61°-65° C.